From a dataset of the Open Reaction Database (ORD), a public repository of structured organic reaction records. describe an organic reaction: reactants, conditions, products, and yield The reactants are COC(=O)c1ccc(CBr)cc1, [K+], [K+], O=C([O-])[O-], CN(C)C=O, O, Oc1ccccc1. Product: COC(=O)c1ccc(COc2ccccc2)cc1. RXN SMILES: [Br:1][CH2:2][c:3]1[cH:4][cH:5][c:6]([C:7](=[O:8])[O:9][CH3:10])[cH:11][cH:12]1.[K+:13].[K+:14].[O-:15][C:16]([O-:17])=[O:18].[O:27]=[CH:28][N:29]([CH3:30])[CH3:31].[OH2:26].[OH:19][c:20]1[cH:21][cH:22][cH:23][cH:24][cH:25]1>>[CH2:2]([c:3]1[cH:4][cH:5][c:6]([C:7](=[O:8])[O:9][CH3:10])[cH:11][cH:12]1)[O:19][c:20]1[cH:21][cH:22][cH:23][cH:24][cH:25]1.